describe an organic reaction: reactants, conditions, products, and yield From a dataset of the Open Reaction Database (ORD), a public repository of structured organic reaction records. Starting materials: CC(C)c1ccc(N)c(Br)c1, CN1CCCC1=O, N#C[Cu], O. The product is CC(C)c1ccc(N)c(C#N)c1. As a reaction SMILES: [Br:1][c:2]1[c:3]([NH2:4])[cH:5][cH:6][c:7]([CH:9]([CH3:10])[CH3:11])[cH:8]1.[CH3:15][N:16]1[CH2:17][CH2:18][CH2:19][C:20]1=[O:21].[Cu:12][C:13]#[N:14].[OH2:22]>>[c:2]1([C:13]#[N:14])[c:3]([NH2:4])[cH:5][cH:6][c:7]([CH:9]([CH3:10])[CH3:11])[cH:8]1. The reactants are CC1=C2NC=NC2=NC=N1 (6-methylpurine), FC1=CC=C(C=C1)[N+](=O)[O-] (4-fluoronitrobenzene), ClC1=C(C=C(C=C1)N=C=O)C(F)(F)F (4-chloro-3-(trifluoromethyl)phenyl isocyanate). The product is ClC1=C(C=C(C=C1)NC(N(C1=CC=C(C=C1)N1C2=NC=NC(=C2N=C1)C)O)=O)C(F)(F)F (3-(4-Chloro-3-(trifluoromethyl)phenyl)-1-hydroxy-1-[4-(6-methylpurin-9-yl)phenyl]urea). Reaction SMILES: [CH3:1][C:2]1[N:10]=[CH:9][N:8]=[C:7]2[C:3]=1[NH:4][CH:5]=[N:6]2.F[C:12]1[CH:17]=[CH:16][C:15]([N+:18]([O-:20])=O)=[CH:14][CH:13]=1.[Cl:21][C:22]1[CH:27]=[CH:26][C:25]([N:28]=[C:29]=[O:30])=[CH:24][C:23]=1[C:31]([F:34])([F:33])[F:32]>>[Cl:21][C:22]1[CH:27]=[CH:26][C:25]([NH:28][C:29](=[O:30])[N:18]([OH:20])[C:15]2[CH:14]=[CH:13][C:12]([N:6]3[CH:5]=[N:4][C:3]4[C:7]3=[N:8][CH:9]=[N:10][C:2]=4[CH3:1])=[CH:17][CH:16]=2)=[CH:24][C:23]=1[C:31]([F:32])([F:33])[F:34]. Procedure details: The title compound can be synthesized from 6-methylpurine, 4-fluoronitrobenzene and 4-chloro-3-(trifluoromethyl)phenyl isocyanate by using the same techniques as in Example 45. Reactants: crude product, [OH-].[Na+] (NaOH), ClCC(CC(=O)OCC)=O (ethyl 4-chloro-3-oxobutanoate), S(O)(O)(=O)=O (sulfuric acid), Cl (HCl), CC1=C(C=C(C=C1O)C)O (2,5-dimethylbenzene-1,3-diol), OS(=O)(=O)O (H2SO4). Solvent: O (water), CO (MeOH). Conditions: time 2 hour. Product: COC(CC1=COC2=C1C(=CC(=C2C)O)C)=O (Methyl(6-hydroxy-4,7-dimethyl-1-benzofuran-3-yl)acetate). Reaction SMILES: Cl[CH2:2][C:3](=O)[CH2:4][C:5]([O:7][CH2:8]C)=[O:6].S(=O)(=O)(O)O.[CH3:16][C:17]1[C:22]([OH:23])=[CH:21][C:20]([CH3:24])=[CH:19][C:18]=1[OH:25].[OH-].[Na+].Cl>CO.O>[CH3:8][O:7][C:5](=[O:6])[CH2:4][C:3]1[C:21]2[C:20]([CH3:24])=[CH:19][C:18]([OH:25])=[C:17]([CH3:16])[C:22]=2[O:23][CH:2]=1 |f:3.4|. Procedure: To ethyl 4-chloro-3-oxobutanoate (3.08 mL) was added sulfuric acid (8.10 mL) at 0° C., then was added 2,5-dimethylbenzene-1,3-diol (3.0 g) in several portions at 0° C. The mixture was warmed to room temperature and stirred at room temperature for 2 h. The reaction mixture was poured into water under stirring at 0° C. The precipitate was collected by filtration and washed with hexane to give a solid. The solid was added to 1N NaOH (40 mL) at room temperature. The mixture was stirred at 100° C. fo... Starting materials: C1COCCO1, CC(=O)c1cc(C(C)C)cs1, [O-]Cl, [Na+], [Na+], [OH-]. Product: CC(C)c1csc(C(=O)O)c1. As a reaction SMILES: [CH2:14]1[O:15][CH2:16][CH2:17][O:18][CH2:19]1.[CH:1]([CH3:2])([CH3:3])[c:4]1[cH:5][c:6]([C:9]([CH3:10])=[O:11])[s:7][cH:8]1.[Cl:20][O-:21].[Na+:13].[Na+:22].[OH-:12]>>[CH:1]([CH3:2])([CH3:3])[c:4]1[cH:5][c:6]([C:9]([OH:11])=[O:12])[s:7][cH:8]1.